From a dataset of the Open Reaction Database (ORD), a public repository of structured organic reaction records. describe an organic reaction: reactants, conditions, products, and yield Product: CN(C)CC1(C)OCCc2c1[nH]c1ccccc21. Reactants: [BH4-], CNC, CC1(C=O)OCCc2c1[nH]c1ccccc21, [Na+]. RXN SMILES: [BH4-:20].[CH3:17][NH:18][CH3:19].[CH3:1][C:2]1([CH:15]=[O:16])[O:3][CH2:4][CH2:5][c:6]2[c:7]1[nH:8][c:9]1[cH:10][cH:11][cH:12][cH:13][c:14]21.[Na+:21]>>[CH3:1][C:2]1([CH2:15][N:18]([CH3:17])[CH3:19])[O:3][CH2:4][CH2:5][c:6]2[c:7]1[nH:8][c:9]1[cH:10][cH:11][cH:12][cH:13][c:14]21. Yields the product O1CCOC2=C1C=CC(=C2)CN[C@@H]2CC[C@H](CC2)C(=O)C=2SC1=C(N2)C(=CC=C1)OCC ({trans-4-[(2,3-dihydro-benzo[1,4]dioxin-6-ylmethyl)-amino]-cyclohexyl}-(4-ethoxy-benzothiazol-2-yl)-methanone), solid. Procedure: Using 4-ethoxy-benzothiazole (5 mmol), [trans-4-(methoxy-methyl-carbamoyl)-cyclohexyl]-carbamic acid tert-butyl ester (2.5 mmol) and 2,3-dihydro-benzo[1,4]dioxine-6-carbaldehyde (0.3 mmol) according to the same protocol as that described for example 1, steps 1.a to 1.c, the title compound was obtained as an off-white solid (6 mg). Starting materials: O1CCOC2=C1C=CC(=C2)C=O (2,3-dihydro-benzo[1,4]dioxine-6-carbaldehyde), 1.c, C(C)OC1=CC=CC2=C1N=CS2 (4-ethoxy-benzothiazole), C(C)(C)(C)OC(N[C@@H]1CC[C@H](CC1)C(N(C)OC)=O)=O ([trans-4-(methoxy-methyl-carbamoyl)-cyclohexyl]-carbamic acid tert-butyl ester). RXN SMILES: [CH2:1]([O:3][C:4]1[C:9]2[N:10]=[CH:11][S:12][C:8]=2[CH:7]=[CH:6][CH:5]=1)[CH3:2].C(O[C:18](=O)[NH:19][C@H:20]1[CH2:25][CH2:24][C@H:23]([C:26](=[O:31])N(OC)C)[CH2:22][CH2:21]1)(C)(C)C.[O:33]1[C:38]2[CH:39]=[CH:40][C:41](C=O)=[CH:42][C:37]=2[O:36][CH2:35][CH2:34]1>>[O:33]1[C:38]2[CH:39]=[CH:40][C:41]([CH2:18][NH:19][C@H:20]3[CH2:21][CH2:22][C@H:23]([C:26]([C:11]4[S:12][C:8]5[CH:7]=[CH:6][CH:5]=[C:4]([O:3][CH2:1][CH3:2])[C:9]=5[N:10]=4)=[O:31])[CH2:24][CH2:25]3)=[CH:42][C:37]=2[O:36][CH2:35][CH2:34]1. Reactants: [Li]CCCC, C1CCOC1, [Cl-], Fc1ccc(Oc2ccc(C=C(Br)Br)o2)cc1, [NH4+]. Yields the product C#Cc1ccc(Oc2ccc(F)cc2)o1. RXN SMILES: [CH2:18]([Li:19])[CH2:20][CH2:21][CH3:22].[CH2:25]1[O:26][CH2:27][CH2:28][CH2:29]1.[Cl-:23].[F:1][c:2]1[cH:3][cH:4][c:5]([O:6][c:7]2[cH:8][cH:9][c:10]([CH:12]=[C:13]([Br:14])[Br:15])[o:11]2)[cH:16][cH:17]1.[NH4+:24]>>[F:1][c:2]1[cH:3][cH:4][c:5]([O:6][c:7]2[cH:8][cH:9][c:10]([C:12]#[CH:13])[o:11]2)[cH:16][cH:17]1. Reaction SMILES: [OH:1][CH2:2][CH2:3]CCCC1CCCC1=O.OCCCCCC1CCCC1=O.[C:25]([O:28][CH2:29][CH2:30][CH2:31][CH2:32][CH2:33][CH:34]1[CH2:38][CH2:37][CH2:36][C:35]1=[O:39])(=[O:27])[CH3:26].O.C1(C)C=CC(S(O)(=O)=O)=CC=1.C(OC(=O)C)(=O)C>>[C:2]([O:39][C:35]1[CH2:36][CH2:37][CH2:38][C:34]=1[CH2:33][CH2:32][CH2:31][CH2:30][CH2:29][O:28][C:25](=[O:27])[CH3:26])(=[O:1])[CH3:3] |f:1.2,3.4|. Procedure: A solution of 400 g. (2.04 moles) of a mixture of 2-(5-hydroxypentyl)cyclopentanone and 2-(5-acetoxypentyl)cyclopentanone (Example 55) and 4.0 g. of p-toluenesulfonic acid monohydrate in 1 l. of acetic anhydride is refluxed at a rate to maintain a steady distillation of acetic acid from the reaction through a helix-packed fractionation column. The reaction is continued with the addition of acetic anhydride to maintain a constant volume until complete conversion of starting materials to product i... The product is C(C)(=O)OC1=C(CCC1)CCCCCOC(C)=O (1-acetoxy-2-(5-acetoxypentyl)-1-cyclopentene). Reactants: mixture, O.C1(=CC=C(C=C1)S(=O)(=O)O)C (p-toluenesulfonic acid monohydrate), C(C)(=O)OC(C)=O (acetic anhydride), OCCCCCC1C(CCC1)=O (2-(5-hydroxypentyl)cyclopentanone), OCCCCCC1C(CCC1)=O.C(C)(=O)OCCCCCC1C(CCC1)=O (2-(5-hydroxypentyl)cyclopentanone 2-(5-acetoxypentyl)-cyclopentanone), C(C)(=O)OC(C)=O (acetic anhydride). Reactants: [H][H] (hydrogen), [H-].[Na+] (sodium hydride), CN(C=O)C (dimethylformamide), COC(=O)C=1C=CC(=CC1)O (methyl p-hydroxybenzoate). Reaction conditions: temperature 0 celsius. The product is C(=O)(OC)C1=CC=C(C=C1)[O-].[Na+] (sodium 4-carbomethoxyphenolate). Reaction SMILES: [H-].[Na+:2].CN(C)C=O.[CH3:8][O:9][C:10]([C:12]1[CH:13]=[CH:14][C:15]([OH:18])=[CH:16][CH:17]=1)=[O:11].[H][H]>>[C:10]([C:12]1[CH:17]=[CH:16][C:15]([O-:18])=[CH:14][CH:13]=1)([O:9][CH3:8])=[O:11].[Na+:2] |f:0.1,5.6|. Procedure: To a suspension of sodium hydride (one equivalent, 50% dispersion in mineral oil) in dimethylformamide (DMF) (100 ml per 50 mmole), cooled to 0° C., is added slowly methyl p-hydroxybenzoate (one equivalent). The reaction mixture is stirred under a nitrogen atmosphere until the evolution of hydrogen ceases. To the solution of sodium 4-carbomethoxyphenolate so produced, is added N,N-dimethylthiocarbamoyl chloride [(CH3)2N(CS)Cl] (one equivalent) in one portion. The resulting suspension is heated t... Procedure details: Prepared according to the procedure described in Example 1, Step 4, using the following starting materials: (4′-bromo-2′-formyl-6-methoxy-biphenyl-3-yl)-acetic acid ethyl ester and 6-quinolineboronic acid pinacol ester. The product is C(C)OC(CC=1C=C(C(=CC1)OC)C1=C(C=C(C=C1)C=1C=C2C=CC=NC2=CC1)C=O)=O ((2′-Formyl-6-methoxy-4′-quinolin-6-yl-biphenyl-3-yl)-acetic acid ethyl ester). Reaction SMILES: [CH2:1]([O:3][C:4](=[O:23])[CH2:5][C:6]1[CH:7]=[C:8]([C:14]2[CH:19]=[CH:18][C:17](Br)=[CH:16][C:15]=2[CH:21]=[O:22])[C:9]([O:12][CH3:13])=[CH:10][CH:11]=1)[CH3:2].[N:24]1[C:33]2[C:28](=[CH:29][C:30](B3OC(C)(C)C(C)(C)O3)=[CH:31][CH:32]=2)[CH:27]=[CH:26][CH:25]=1>>[CH2:1]([O:3][C:4](=[O:23])[CH2:5][C:6]1[CH:7]=[C:8]([C:14]2[CH:19]=[CH:18][C:17]([C:30]3[CH:29]=[C:28]4[C:33](=[CH:32][CH:31]=3)[N:24]=[CH:25][CH:26]=[CH:27]4)=[CH:16][C:15]=2[CH:21]=[O:22])[C:9]([O:12][CH3:13])=[CH:10][CH:11]=1)[CH3:2]. Reactants: C(C)OC(CC=1C=C(C(=CC1)OC)C1=C(C=C(C=C1)Br)C=O)=O ((4′-bromo-2′-formyl-6-methoxy-biphenyl-3-yl)-acetic acid ethyl ester), N1=CC=CC2=CC(=CC=C12)B1OC(C)(C)C(C)(C)O1 (6-quinolineboronic acid pinacol ester). Reactants: C(CO)O (Ethylene glycol), [H-].[Na+] (sodium hydride), P(=O)([O-])([O-])[O-] (Phosphate), [Si](C)(C)(C(C)(C)C)Cl (Tert-butyl dimethylsilyl chloride). The solvent is C1CCOC1 (THF). Run at temperature 20 celsius, time 45 minute. Yields the product [Si](C)(C)(C(C)(C)C)OCCO (2-{[tert-Butyl(dimethyl)silyl]oxy}ethanol). Yield: 67.2%. As a reaction SMILES: [CH2:1]([OH:4])[CH2:2][OH:3].[H-].[Na+].[Si:7](Cl)([C:10]([CH3:13])([CH3:12])[CH3:11])([CH3:9])[CH3:8].P([O-])([O-])([O-])=O>C1COCC1>[Si:7]([O:3][CH2:2][CH2:1][OH:4])([C:10]([CH3:13])([CH3:12])[CH3:11])([CH3:9])[CH3:8] |f:1.2|. Procedure details: Ethylene glycol (2.00 g) in anhydrous THF (60 ml) under nitrogen was treated portionwise with sodium hydride (60% dispersion in mineral oil, 1.29 g) and the mixture stirred at 20° C. for 45 min. Tert-butyl dimethylsilyl chloride (4.86 g) was added and the mixture stirred at 20° C. for 45 min. Phosphate buffer (60 ml, pH6.5) was added and the mixture stirred for 20 min before extracting with ether (60 ml). The organic layer was then washed with water (60 ml) and brine (60 ml), before drying over ... Reactants: C(#N)C1=CC=CC(=C1O)[N+](=O)[O-] (6-cyano-2-nitrophenol), [Sn](Cl)Cl (tin (II) chloride), [OH-].[Na+] (NaOH). Solvent: C(C)(=O)O (acetic acid). Run at temperature 80 celsius, time 2 hour. The product is NC1=C(C(=CC=C1)C#N)O (2-amino-6-cyanophenol). Isolated yield 272.1%. Reaction SMILES: [C:1]([C:3]1[C:8]([OH:9])=[C:7]([N+:10]([O-])=O)[CH:6]=[CH:5][CH:4]=1)#[N:2].[Sn](Cl)Cl.[OH-].[Na+]>C(O)(=O)C>[NH2:10][C:7]1[CH:6]=[CH:5][CH:4]=[C:3]([C:1]#[N:2])[C:8]=1[OH:9] |f:2.3|. Reported procedure: A mixture of 6-cyano-2-nitrophenol(600 mg, 1.0 mmol) and tin (II) chloride (3.2 g, 14.4 mmol) in acetic acid(50 mL) was heated at 80° C. under argon. After 2 hours, the starting material has disappeared and the solution was allowed to cool down and then poured into ice. The pH was made slightly basic (pH7-8), by addition of solid NaOH, before being extracted with ethyl acetate. The organic phase was washed with brine, dried over MgSO4 and filtered. The solvent was evaporated and chromatography o... Starting materials: CCO, Cl, O=c1[nH]c(=O)n(CCCCN2CCC(OC(c3ccccc3)c3ccccc3)CC2)c2cc([N+](=O)[O-])ccc12, C1CCOC1, O, [Zn]. Yields the product Nc1ccc2c(=O)[nH]c(=O)n(CCCCN3CCC(OC(c4ccccc4)c4ccccc4)CC3)c2c1. Reaction SMILES: [CH3:42][CH2:43][OH:44].[ClH:40].[O:1]=[c:2]1[n:3]([CH2:16][CH2:17][CH2:18][CH2:19][N:20]2[CH2:21][CH2:22][CH:23]([O:26][CH:27]([c:28]3[cH:29][cH:30][cH:31][cH:32][cH:33]3)[c:34]3[cH:35][cH:36][cH:37][cH:38][cH:39]3)[CH2:24][CH2:25]2)[c:4]2[cH:5][c:6]([N+:13]([O-:14])=[O:15])[cH:7][cH:8][c:9]2[c:10](=[O:12])[nH:11]1.[O:45]1[CH2:46][CH2:47][CH2:48][CH2:49]1.[OH2:41].[Zn:50]>>[O:1]=[c:2]1[n:3]([CH2:16][CH2:17][CH2:18][CH2:19][N:20]2[CH2:21][CH2:22][CH:23]([O:26][CH:27]([c:28]3[cH:29][cH:30][cH:31][cH:32][cH:33]3)[c:34]3[cH:35][cH:36][cH:37][cH:38][cH:39]3)[CH2:24][CH2:25]2)[c:4]2[cH:5][c:6]([NH2:13])[cH:7][cH:8][c:9]2[c:10](=[O:12])[nH:11]1.